From a dataset of the Open Reaction Database (ORD), a public repository of structured organic reaction records. describe an organic reaction: reactants, conditions, products, and yield Reactants: CN(C)C=O, Cc1c(-c2ccccc2)oc2c(OCCCl)cccc2c1=O, [N-]=[N+]=[N-], [Na+], O. Yields the product Cc1c(-c2ccccc2)oc2c(OCCN=[N+]=[N-])cccc2c1=O. As a reaction SMILES: [CH3:28][N:29]([CH3:30])[CH:31]=[O:32].[Cl:1][CH2:2][CH2:3][O:4][c:5]1[cH:6][cH:7][cH:8][c:9]2[c:10](=[O:22])[c:11]([CH3:21])[c:12](-[c:15]3[cH:16][cH:17][cH:18][cH:19][cH:20]3)[o:13][c:14]12.[N-:24]=[N+:25]=[N-:26].[Na+:23].[OH2:27]>>[CH2:2]([CH2:3][O:4][c:5]1[cH:6][cH:7][cH:8][c:9]2[c:10](=[O:22])[c:11]([CH3:21])[c:12](-[c:15]3[cH:16][cH:17][cH:18][cH:19][cH:20]3)[o:13][c:14]12)[N:24]=[N+:25]=[N-:26].